Dataset: the Open Reaction Database (ORD), a public repository of structured organic reaction records. Task: describe an organic reaction: reactants, conditions, products, and yield The reactants are [OH-].[Na+] (sodium hydroxide), C1(CC1)C1=CC(=C(C(=C1C1=CC=C(C=C1)F)F)OCC)CN1CCC(CC1)N1C(C(=C(C=C1)C(=O)OC)CC)=O (methyl 1-(1-((6-cyclopropyl-3-ethoxy-2,4′-difluorobiphenyl-4-yl)methyl)piperidin-4-yl)-3-ethyl-2-oxo-1,2-dihydropyridine-4-carboxylate), Cl (hydrochloric acid). Run in CO (methanol). Reaction conditions: time 1 hour. The product is C1(CC1)C1=CC(=C(C(=C1C1=CC=C(C=C1)F)F)OCC)CN1CCC(CC1)N1C(C(=C(C=C1)C(=O)O)CC)=O (1-(1-((6-Cyclopropyl-3-ethoxy-2,4′-difluorobiphenyl-4-yl)methyl)piperidin-4-yl)-3-ethyl-2-oxo-1,2-dihydropyridine-4-carboxylic acid). Isolated yield 56.7%. Reaction SMILES: [OH-].[Na+].[CH:3]1([C:6]2[C:11]([C:12]3[CH:17]=[CH:16][C:15]([F:18])=[CH:14][CH:13]=3)=[C:10]([F:19])[C:9]([O:20][CH2:21][CH3:22])=[C:8]([CH2:23][N:24]3[CH2:29][CH2:28][CH:27]([N:30]4[CH:35]=[CH:34][C:33]([C:36]([O:38]C)=[O:37])=[C:32]([CH2:40][CH3:41])[C:31]4=[O:42])[CH2:26][CH2:25]3)[CH:7]=2)[CH2:5][CH2:4]1.Cl>CO>[CH:3]1([C:6]2[C:11]([C:12]3[CH:13]=[CH:14][C:15]([F:18])=[CH:16][CH:17]=3)=[C:10]([F:19])[C:9]([O:20][CH2:21][CH3:22])=[C:8]([CH2:23][N:24]3[CH2:25][CH2:26][CH:27]([N:30]4[CH:35]=[CH:34][C:33]([C:36]([OH:38])=[O:37])=[C:32]([CH2:40][CH3:41])[C:31]4=[O:42])[CH2:28][CH2:29]3)[CH:7]=2)[CH2:5][CH2:4]1 |f:0.1|. Procedure details: A 2 M aqueous sodium hydroxide solution (1.73 mL) was added to a methanol (3 mL) solution of methyl 1-(1-((6-cyclopropyl-3-ethoxy-2,4′-difluorobiphenyl-4-yl)methyl)piperidin-4-yl)-3-ethyl-2-oxo-1,2-dihydropyridine-4-carboxylate (382 mg), and the mixture was stirred at 50 C for 1 hour. The reaction mixture was cooled to room temperature and neutralized with 2 M hydrochloric acid, and the solvent was distilled off under reduced pressure. The obtained residue was crystallized from water, and the ob... Reactants: [Mn](=O)(=O)(=O)[O-].[K+] (potassium permanganate), C(C)N1C2=CC=CC=C2C=2C=C(C=CC12)C=O (N-ethylcarbazole-3-carboxaldehyde), CO (methanol). Run in CC(=O)C (acetone). Run at time 3 hour. Yields the product C(C)N1C2=CC=CC=C2C=2C=C(C=CC12)C(=O)O (N-ethylcarbazole-3-carboxylic acid). Yield: 61.6%. As a reaction SMILES: [CH2:1]([N:3]1[C:15]2[CH:14]=[CH:13][C:12]([CH:16]=[O:17])=[CH:11][C:10]=2[C:9]2[C:4]1=[CH:5][CH:6]=[CH:7][CH:8]=2)[CH3:2].[Mn]([O-])(=O)(=O)=[O:19].[K+].CO>CC(C)=O>[CH2:1]([N:3]1[C:15]2[CH:14]=[CH:13][C:12]([C:16]([OH:19])=[O:17])=[CH:11][C:10]=2[C:9]2[C:4]1=[CH:5][CH:6]=[CH:7][CH:8]=2)[CH3:2] |f:1.2|. Reported procedure: 50 g of N-ethylcarbazole-3-carboxaldehyde was dissolved in 1 L of acetone, and the solution was added with 70.6 g of potassium permanganate under ice cooling, stirred for 3 hours, then added with 100 mL of methanol and filtered. The filtrate was evaporated under reduced pressure, and the residue was dissolved in aqueous sodium hydrogencarbonate. Then, the solution was made acidic by adding concentrated hydrochloric acid, and the deposited precipitates were collected to obtain 33 g of N-ethylcarb...